This data is from the Open Reaction Database (ORD), a public repository of structured organic reaction records. The task is: describe an organic reaction: reactants, conditions, products, and yield Starting materials: COC(=O)OC, [H-], [Na+], O=C1CCCCc2occc21. Yields the product COC(=O)C1CCCc2occc2C1=O. As a reaction SMILES: [CH3:14][O:15][C:16]([O:17][CH3:19])=[O:18].[H-:12].[Na+:13].[o:1]1[c:2]2[c:3]([cH:4][cH:5]1)[C:6](=[O:11])[CH2:7][CH2:8][CH2:9][CH2:10]2>>[o:1]1[c:2]2[c:3]([cH:4][cH:5]1)[C:6](=[O:11])[CH:7]([C:16]([O:15][CH3:14])=[O:17])[CH2:8][CH2:9][CH2:10]2. Starting materials: NC1=C(C=CC=C1)NC(C1=CC=C(C=C1)CN1C(C2=CC=CC(=C2C1)Br)=O)=O (N-(2-aminophenyl)-4-((4-bromo-1-oxoisoindolin-2-yl)methyl)benzamide), B(C1=CN=CC=C1)(O)O (pyridin-3-yl-3-boronic acid). Product: NC1=C(C=CC=C1)NC(C1=CC=C(C=C1)CN1C(C2=CC=CC(=C2C1)C=1C=NC=CC1)=O)=O (N-(2-aminophenyl)-4-((1-oxo-4-(pyridin-3-yl)isoindolin-2-yl)methyl)benzamide). The yield is 93.0%. Reaction SMILES: [NH2:1][C:2]1[CH:7]=[CH:6][CH:5]=[CH:4][C:3]=1[NH:8][C:9](=[O:28])[C:10]1[CH:15]=[CH:14][C:13]([CH2:16][N:17]2[CH2:25][C:24]3[C:19](=[CH:20][CH:21]=[CH:22][C:23]=3Br)[C:18]2=[O:27])=[CH:12][CH:11]=1.B(O)(O)[C:30]1[CH:35]=[CH:34][CH:33]=[N:32][CH:31]=1>>[NH2:1][C:2]1[CH:7]=[CH:6][CH:5]=[CH:4][C:3]=1[NH:8][C:9](=[O:28])[C:10]1[CH:15]=[CH:14][C:13]([CH2:16][N:17]2[CH2:25][C:24]3[C:19](=[CH:20][CH:21]=[CH:22][C:23]=3[C:30]3[CH:31]=[N:32][CH:33]=[CH:34][CH:35]=3)[C:18]2=[O:27])=[CH:12][CH:11]=1. Procedure: The procedure of Example 2 was repeated except for using N-(2-aminophenyl)-4-((4-bromo-1-oxoisoindolin-2-yl)methyl)benzamide obtained in Example 9 instead of N-(2-aminophenyl)-4-((4-bromo-5,6-dimethoxy-1-oxoisoindolin-2-yl)methyl)benzamide, and pyridin-3-yl-3-boronic acid instead of phenyl boronic acid to obtain the title compound (93%). The reactants are [Al+3], C1CCOC1, CCOCC, O=C1COCC(c2ccc(F)c(F)c2)N1, [H-], [H-], [H-], [H-], [Li+]. The product is Fc1ccc(C2COCCN2)cc1F. As a reaction SMILES: [Al+3:2].[CH2:27]1[O:28][CH2:29][CH2:30][CH2:31]1.[CH3:22][CH2:23][O:24][CH2:25][CH3:26].[F:7][c:8]1[cH:9][c:10]([CH:15]2[NH:16][C:17](=[O:21])[CH2:18][O:19][CH2:20]2)[cH:11][cH:12][c:13]1[F:14].[H-:1].[H-:4].[H-:5].[H-:6].[Li+:3]>>[F:7][c:8]1[cH:9][c:10]([CH:15]2[NH:16][CH2:17][CH2:18][O:19][CH2:20]2)[cH:11][cH:12][c:13]1[F:14]. The reactants are NC=1C=CC(=NC1N)N1C[C@@H](CCC1)C(=O)N(C)CC ((R)-1-(5,6-diaminopyridin-2-yl)-N-ethyl-N-methylpiperidine-3-carboxamide), C1(CC1)C1=NC=CC(=N1)C=O (2-cyclopropylpyrimidine-4-carbaldehyde), [S] (sulfur), C(C)(=O)O (acetic acid). The solvent is C(C)O (ethanol). Run at temperature 80 celsius. Product: C1(CC1)C1=NC=CC(=N1)C1=NC=2C(=NC(=CC2)N2C[C@@H](CCC2)C(=O)N(C)CC)N1 ((R)-1-(2-(2-Cyclopropylpyrimidin-4-yl)-3H-imidazo[4,5-b]pyridin-5-yl)-N-ethyl-N-methylpiperidine-3-carboxamide). Isolated yield 13.7%. RXN SMILES: [NH2:1][C:2]1[CH:3]=[CH:4][C:5]([N:9]2[CH2:14][CH2:13][CH2:12][C@@H:11]([C:15]([N:17]([CH2:19][CH3:20])[CH3:18])=[O:16])[CH2:10]2)=[N:6][C:7]=1[NH2:8].[CH:21]1([C:24]2[N:29]=[C:28]([CH:30]=O)[CH:27]=[CH:26][N:25]=2)[CH2:23][CH2:22]1.[S].C(O)(=O)C>C(O)C>[CH:21]1([C:24]2[N:29]=[C:28]([C:30]3[NH:8][C:7]4=[N:6][C:5]([N:9]5[CH2:14][CH2:13][CH2:12][C@@H:11]([C:15]([N:17]([CH2:19][CH3:20])[CH3:18])=[O:16])[CH2:10]5)=[CH:4][CH:3]=[C:2]4[N:1]=3)[CH:27]=[CH:26][N:25]=2)[CH2:23][CH2:22]1 |^3:31|. Reported procedure: To a solution of (R)-1-(5,6-diaminopyridin-2-yl)-N-ethyl-N-methylpiperidine-3-carboxamide (200 mg, 0.722 mmol) in ethanol (10 mL) was added 2-cyclopropylpyrimidine-4-carbaldehyde (106 mg, 0.722 mmol), sulfur powder (69 mg, 2.16 mmol), and acetic acid (0.2 mL). The reaction mixture was heated to 80° C. for 18 h. The solvent was evaporated and the residue was partitioned between ethyl acetate and water. The organic layer was concentrated under reduced pressure. The crude material was purified via ...